Dataset: the Open Reaction Database (ORD), a public repository of structured organic reaction records. Task: describe an organic reaction: reactants, conditions, products, and yield Starting materials: ClC=1C=C2C(C(NC2=CC1)=O)(CC(N1CCN(CC1)C1=NC=CC=N1)=O)C1=C(C=CC=C1)OC (5-chloro-3-(2-methoxyphenyl)-3-[2-oxo-2-(4-pyrimidin-2-ylpiperazin-1-yl)ethyl]-1,3-dihydro-2H-indol-2-one), COC1=CC(=C(C=C1)S(=O)(=O)Cl)OC(F)(F)F (4-methoxy-2-(trifluoromethoxy)benzene sulfonyl chloride). The product is ClC=1C=C2C(C(N(C2=CC1)S(=O)(=O)C1=C(C=C(C=C1)OC)OC(F)(F)F)=O)(CC(N1CCN(CC1)C1=NC=CC=N1)=O)C1=C(C=CC=C1)OC (5-chloro-3-(2-methoxyphenyl)-1-{[4-methoxy-2-(trifluoromethoxy)phenyl]sulfonyl}-3-[2-oxo-2-(4-pyrimidin-2-ylpiperazin-1-yl)ethyl]-1,3-dihydro-2H-indol-2-one). The yield is 87.5%. As a reaction SMILES: [Cl:1][C:2]1[CH:3]=[C:4]2[C:8](=[CH:9][CH:10]=1)[NH:7][C:6](=[O:11])[C:5]2([C:27]1[CH:32]=[CH:31][CH:30]=[CH:29][C:28]=1[O:33][CH3:34])[CH2:12][C:13](=[O:26])[N:14]1[CH2:19][CH2:18][N:17]([C:20]2[N:25]=[CH:24][CH:23]=[CH:22][N:21]=2)[CH2:16][CH2:15]1.[CH3:35][O:36][C:37]1[CH:42]=[CH:41][C:40]([S:43](Cl)(=[O:45])=[O:44])=[C:39]([O:47][C:48]([F:51])([F:50])[F:49])[CH:38]=1>>[Cl:1][C:2]1[CH:3]=[C:4]2[C:8](=[CH:9][CH:10]=1)[N:7]([S:43]([C:40]1[CH:41]=[CH:42][C:37]([O:36][CH3:35])=[CH:38][C:39]=1[O:47][C:48]([F:49])([F:50])[F:51])(=[O:45])=[O:44])[C:6](=[O:11])[C:5]2([C:27]1[CH:32]=[CH:31][CH:30]=[CH:29][C:28]=1[O:33][CH3:34])[CH2:12][C:13](=[O:26])[N:14]1[CH2:15][CH2:16][N:17]([C:20]2[N:21]=[CH:22][CH:23]=[CH:24][N:25]=2)[CH2:18][CH2:19]1. Reported procedure: With 300 mg of the compound obtained in Step 45-1 and 201 mg of 4-methoxy-2-(trifluoromethoxy)benzene sulfonyl chloride as starting materials, 402 mg of the title compound (colorless amorphous) was obtained by a similar method to Example 2. The product is C(=O)(O)CN1C(C(NC2=C(C(=C(C=C12)Br)Br)[N+](=O)[O-])=O)=O (1-carboxymethyl-6,7-dibromo-5-nitro-1,4-dihydro-2,3-quinoxalinedione). Conditions: temperature 28 celsius, time 4 hour. The solvent is CN(C)C=O (DMF). RXN SMILES: [C:1]([CH2:4][N:5]1[C:14]2[C:9](=[CH:10][C:11]([Br:16])=[C:12]([Br:15])[CH:13]=2)[NH:8][C:7](=[O:17])[C:6]1=[O:18])([OH:3])=[O:2].[N+:19](C1C=C(C=CC=1)N)([O-:21])=[O:20].C1CCC(N=C=NC2CCCCC2)CC1>CN(C=O)C>[C:1]([CH2:4][N:5]1[C:14]2[C:9](=[C:10]([N+:19]([O-:21])=[O:20])[C:11]([Br:16])=[C:12]([Br:15])[CH:13]=2)[NH:8][C:7](=[O:17])[C:6]1=[O:18])([OH:3])=[O:2]. Procedure: To a stirred solution of N-carboxymethyl-6,7-dibromo-1,4-dihydroquinoxaline-2,3-dione (100 mg, 0.260 mmol) and m-nitroaniline (40 mg, 0.29 mmol) in dry DMF (2 mL) under N2 at 28° C., DCC (60 mg, 0.29 mmol) was added in one portion. The solution was stirred for 4 h at 28° C. The insoluble solid was filtered and washed with DMF (1 mL). The clear filtrate was then poured into water (30 mL). The precipitated solid was filtered and dried under vacuum (water aspirator) to obtain 65 mg crude product as... Starting materials: C(=O)(O)CN1C(C(NC2=CC(=C(C=C12)Br)Br)=O)=O (N-carboxymethyl-6,7-dibromo-1,4-dihydroquinoxaline-2,3-dione), [N+](=O)([O-])C=1C=C(N)C=CC1 (m-nitroaniline), C1CCC(CC1)N=C=NC2CCCCC2 (DCC). Reactants: C(C)(=O)OCC (ethyl acetate), COC1=C(C=C(C=C1)NC(C=CC1=C(C=C(C=C1OC)OC)OC)=O)[N+](=O)[O-] (N-(4-methoxy-3-nitrophenyl)-3-(2,4,6-trimethoxyphenyl) -2-propenamide), O (water), S(=O)([O-])S(=O)[O-].[Na+].[Na+] (sodium hydrosulfite). Solvent: CC(=O)C.O (acetone water). Reaction conditions: temperature 50 celsius, time 30 minute. The product is COC1=C(C=C(C=C1)NC(\C=C\C1=C(C=C(C=C1OC)OC)OC)=O)N ((E)-N-(4-methoxy-3-aminophenyl)-3-(2,4,6-trimethoxyphenyl)-2-propenamide). Isolated yield 48.0%. As a reaction SMILES: [CH3:1][O:2][C:3]1[CH:8]=[CH:7][C:6]([NH:9][C:10](=[O:25])[CH:11]=[CH:12][C:13]2[C:18]([O:19][CH3:20])=[CH:17][C:16]([O:21][CH3:22])=[CH:15][C:14]=2[O:23][CH3:24])=[CH:5][C:4]=1[N+:26]([O-])=O.S(S([O-])=O)([O-])=O.[Na+].[Na+].O.C(OCC)(=O)C>CC(C)=O.O>[CH3:1][O:2][C:3]1[CH:8]=[CH:7][C:6]([NH:9][C:10](=[O:25])/[CH:11]=[CH:12]/[C:13]2[C:14]([O:23][CH3:24])=[CH:15][C:16]([O:21][CH3:22])=[CH:17][C:18]=2[O:19][CH3:20])=[CH:5][C:4]=1[NH2:26] |f:1.2.3,6.7|. Procedure details: A solution of N-(4-methoxy-3-nitrophenyl)-3-(2,4,6-trimethoxyphenyl) -2-propenamide (example 5) (1.3mmol) in acetone/water (10:5) was heated to 50° C. After 30 min, sodium hydrosulfite (Na2S2O4) 26.3 mmol) was added slowly. The resulting mixture was heated at reflux (50° C.) for one hour. The mixture was then cooled to room temperature and water was added. The product was isolated by extraction with ethyl acetate. The organic layer washed with 10% aqueous NaHCO3 and then dried over anhydrous Na2... Reactants: O1CCCC1 (Tetrahydrofuran), [Li+].[OH-] (LiOH), C1=CC=CC=2C3=CC=CC=C3C(C12)COC(=O)N1CCN(CC1)C1=CC2=C(C(N1)=O)N(C=N2)CC(=O)OCC (4-(3-ethoxycarbonylmethyl-4-oxo-4,5-dihydro-3H-imidazo[4,5-c]pyridin-6-yl)-piperazine-1-carboxylic acid 9H-fluoren-9-ylmethyl ester), Cl (HCl). Run in O1CCCC1.O (tetrahydrofuran water). Reaction conditions: time 10 minute. Product: C1=CC=CC=2C3=CC=CC=C3C(C12)COC(=O)N1CCN(CC1)C1=CC2=C(C(N1)=O)N(C=N2)CC(=O)O (4-(3-carboxymethyl-4-oxo-4,5-dihydro-3H-imidazo[4,5-c]pyridin-6-yl)-piperazine-1-carboxylic acid 9H-fluoren-9-ylmethyl ester). RXN SMILES: [Li+].[OH-].[CH:3]1[C:15]2[CH:14]([CH2:16][O:17][C:18]([N:20]3[CH2:25][CH2:24][N:23]([C:26]4[NH:31][C:30](=[O:32])[C:29]5[N:33]([CH2:36][C:37]([O:39]CC)=[O:38])[CH:34]=[N:35][C:28]=5[CH:27]=4)[CH2:22][CH2:21]3)=[O:19])[C:13]3[C:8](=[CH:9][CH:10]=[CH:11][CH:12]=3)[C:7]=2[CH:6]=[CH:5][CH:4]=1.Cl.O1CCCC1>O1CCCC1.O>[CH:12]1[C:13]2[CH:14]([CH2:16][O:17][C:18]([N:20]3[CH2:25][CH2:24][N:23]([C:26]4[NH:31][C:30](=[O:32])[C:29]5[N:33]([CH2:36][C:37]([OH:39])=[O:38])[CH:34]=[N:35][C:28]=5[CH:27]=4)[CH2:22][CH2:21]3)=[O:19])[C:15]3[C:7](=[CH:6][CH:5]=[CH:4][CH:3]=3)[C:8]=2[CH:9]=[CH:10][CH:11]=1 |f:0.1,5.6|. Reported procedure: Aqueous 1N LiOH (5 equiv.) was added to a solution of 4-(3-ethoxycarbonylmethyl-4-oxo-4,5-dihydro-3H-imidazo[4,5-c]pyridin-6-yl)-piperazine-1-carboxylic acid 9H-fluoren-9-ylmethyl ester, 6 dissolved in tetrahydrofuran/water (7:1) at room temperature Then the mixture was stirred at room temperature for 10 min. The solution was acidified (pH=3˜4) with 1 N HCl. Tetrahydrofuran was then added. Purification by silica gel chromatography gave 7. The reactants are ClC1=C(C=C(C=C1)C)C1CC(C=2C(=CC=NC2C1)C)=O (7-(2-chloro-5-methylphenyl)-4-methyl-5,6,7,8-tetrahydroquinolin-5-one), C(=N)(N)NN.Cl (aminoguanidine hydrochloride), Cl (hydrochloric acid), O (water). Solvent: C(C)O (ethanol). Yields the product Cl.ClC1=C(C=C(C=C1)C)C1CC(C=2C(=CC=NC2C1)C)=NNC(=N)N (7-(2-chloro-5-methylphenyl)-5-guanidinoimino-4-methyl-5,6,7,8-tetrahydroquinoline hydrochloride). Yield: 206.0%. As a reaction SMILES: [Cl:1][C:2]1[CH:7]=[CH:6][C:5]([CH3:8])=[CH:4][C:3]=1[CH:9]1[CH2:18][C:17]2[N:16]=[CH:15][CH:14]=[C:13]([CH3:19])[C:12]=2[C:11](=O)[CH2:10]1.[C:21]([NH:24][NH2:25])([NH2:23])=[NH:22].Cl.Cl.O>C(O)C>[ClH:1].[Cl:1][C:2]1[CH:7]=[CH:6][C:5]([CH3:8])=[CH:4][C:3]=1[CH:9]1[CH2:18][C:17]2[N:16]=[CH:15][CH:14]=[C:13]([CH3:19])[C:12]=2[C:11](=[N:25][NH:24][C:21]([NH2:23])=[NH:22])[CH2:10]1 |f:1.2,6.7|. Procedure details: To a solution of 7-(2-chloro-5-methylphenyl)-4-methyl-5,6,7,8-tetrahydroquinolin-5-one (1.1 g) and aminoguanidine hydrochloride (0.51 g) in ethanol (30 ml) were added concentrated hydrochloric acid (0.96 ml) and water (0.96 ml), and the mixture was refluxed for 5 hours. Under reduced pressure, the solvent was evaporated, and precipitated crystals were recrystallized from ethanol to give 7-(2-chloro-5-methylphenyl)-5-guanidinoimino-4-methyl-5,6,7,8-tetrahydroquinoline hydrochloride (Compound 162)...